From a dataset of the Open Reaction Database (ORD), a public repository of structured organic reaction records. describe an organic reaction: reactants, conditions, products, and yield Reactants: O=C([O-])[O-], CC(=O)OC(C)=O, O=CO, ClCCl, [K+], [K+], Cc1sc2cncn2c1CN. Yields the product Cc1sc2cncn2c1CNC=O. RXN SMILES: [C:22](=[O:23])([O-:24])[O-:25].[CH3:4][C:5]([O:6][C:7](=[O:8])[CH3:9])=[O:10].[CH:1](=[O:2])[OH:3].[Cl:28][CH2:29][Cl:30].[K+:26].[K+:27].[NH2:11][CH2:12][c:13]1[n:14]2[c:15]([s:16][c:17]1[CH3:18])[cH:19][n:20][cH:21]2>>[CH:1](=[O:3])[NH:11][CH2:12][c:13]1[n:14]2[c:15]([s:16][c:17]1[CH3:18])[cH:19][n:20][cH:21]2.